Dataset: the Open Reaction Database (ORD), a public repository of structured organic reaction records. Task: describe an organic reaction: reactants, conditions, products, and yield Reactants: CS(=O)c1ccc(CBr)cn1, O=C(OOC(=O)c1ccccc1)c1ccccc1, ClC(Cl)(Cl)Cl, Cc1ccc(S(C)(=O)=O)nc1, O=C1CCC(=O)N1Br. The product is CS(=O)(=O)c1ccc(CBr)cn1. As a reaction SMILES: [Br:12][CH2:13][c:14]1[cH:15][cH:16][c:17]([S:18]([CH3:19])=[O:20])[n:21][cH:22]1.[C:31]([O:32][O:33][C:34](=[O:35])[c:36]1[cH:37][cH:38][cH:39][cH:40][cH:41]1)(=[O:42])[c:43]1[cH:44][cH:45][cH:46][cH:47][cH:48]1.[C:49]([Cl:50])([Cl:51])([Cl:52])[Cl:53].[CH3:1][S:2](=[O:3])(=[O:4])[c:5]1[n:6][cH:7][c:8]([CH3:11])[cH:9][cH:10]1.[O:23]=[C:24]1[N:25]([Br:26])[C:27](=[O:28])[CH2:29][CH2:30]1>>[CH3:1][S:2](=[O:3])(=[O:4])[c:5]1[n:6][cH:7][c:8]([CH2:11][Br:12])[cH:9][cH:10]1. Starting materials: COC(=O)C1CC(S(=O)(=O)c2ccc(F)cc2C(F)(F)F)CN1c1cc(C)nn1-c1ccc(C(F)(F)F)cc1, [Li+], [OH-]. The product is Cc1cc(N2CC(S(=O)(=O)c3ccc(F)cc3C(F)(F)F)CC2C(=O)O)n(-c2ccc(C(F)(F)F)cc2)n1. As a reaction SMILES: [CH3:1][O:2][C:3](=[O:4])[CH:5]1[N:6]([c:24]2[n:25](-[c:30]3[cH:31][cH:32][c:33]([C:36]([F:37])([F:38])[F:39])[cH:34][cH:35]3)[n:26][c:27]([CH3:29])[cH:28]2)[CH2:7][CH:8]([S:10](=[O:11])(=[O:12])[c:13]2[c:14]([C:20]([F:21])([F:22])[F:23])[cH:15][c:16]([F:19])[cH:17][cH:18]2)[CH2:9]1.[Li+:40].[OH-:41]>>[O:2]=[C:3]([OH:4])[CH:5]1[N:6]([c:24]2[n:25](-[c:30]3[cH:31][cH:32][c:33]([C:36]([F:37])([F:38])[F:39])[cH:34][cH:35]3)[n:26][c:27]([CH3:29])[cH:28]2)[CH2:7][CH:8]([S:10](=[O:11])(=[O:12])[c:13]2[c:14]([C:20]([F:21])([F:22])[F:23])[cH:15][c:16]([F:19])[cH:17][cH:18]2)[CH2:9]1. The reactants are IC (ICH3), COC=1C=C(C=C(C1OC)OC)C(O)C1=NC=CC(=C1)C (3,4,5-trimethoxyphenyl-(4-methyl-2-pyridyl) carbinol), CC(=O)C (acetone). Solvent: C1=CC=CC=C1 (benzene). Reaction conditions: time 1 hour. The product is [I-].COC=1C=C(C=C(C1OC)OC)C(O)C1N(C=CC(=C1)C)C (3,4,5-trimethoxyphenyl-(1,4-dimethyl-2-pyridinyl)-carbinol iodide). The yield is 87.0%. Reaction SMILES: [I:1]C.[CH3:3][O:4][C:5]1[CH:6]=[C:7]([CH:15]([C:17]2[CH:22]=[C:21]([CH3:23])[CH:20]=[CH:19][N:18]=2)[OH:16])[CH:8]=[C:9]([O:13][CH3:14])[C:10]=1[O:11][CH3:12].[CH3:24]C(C)=O>C1C=CC=CC=1>[I-:1].[CH3:3][O:4][C:5]1[CH:6]=[C:7]([CH:15]([CH:17]2[CH:22]=[C:21]([CH3:23])[CH:20]=[CH:19][N:18]2[CH3:24])[OH:16])[CH:8]=[C:9]([O:13][CH3:14])[C:10]=1[O:11][CH3:12] |f:4.5|. Procedure details: 10 ml. of ICH3 are slowly added to a solution of 10 g. of 3,4,5-trimethoxyphenyl-(4-methyl-2-pyridyl) carbinol in 125 ml. of anhydrous acetone and 15 ml. of anhydrous benzene. The resulting mixture is agitated for 1 hour at room temperature, then refluxed for 2 hours, then left to cool, 13.04 g being obtained, with an 87% yield, of a crystalline precipitate identifiable as 3,4,5-trimethoxyphenyl-(1,4-dimethyl-2-pyridinyl)-carbinol iodide. A sample recrystallized from ethanol has a melting point ... Reactants: COC1=C(C=O)C=CC(=C1)OC (2,4-dimethoxybenzaldehyde), C(C)(=O)C=1C(OC(CC1O)C)=O (3-acetyl-4-hydroxy-6-methyl-5,6-dihydro-pyran-2-one), C(C)(=O)C=1C(OC(=CC1O)C)=O (3-acetyl-4-hydroxy-6-methyl-pyran-2-one). The product is OC1=C(C(OC(C1)C)=O)C(\C=C\C1=C(C(=C(C=C1)OC)OC)OC)=O (4-hydroxy-6-methyl-3-[(E)-3-(2,3,4-trimethoxy-phenyl)-acryloyl]-5,6-dihydro-pyran-2-one). As a reaction SMILES: [CH3:1][O:2][C:3]1[CH:10]=[C:9]([O:11][CH3:12])[CH:8]=[CH:7][C:4]=1[CH:5]=O.[C:13]([C:16]1[C:17](=[O:24])[O:18][CH:19]([CH3:23])[CH2:20][C:21]=1[OH:22])(=[O:15])[CH3:14].[C:25](C1C(=O)OC(C)=CC=1O)(=[O:27])C>>[OH:22][C:21]1[CH2:20][CH:19]([CH3:23])[O:18][C:17](=[O:24])[C:16]=1[C:13](=[O:15])/[CH:14]=[CH:5]/[C:4]1[CH:7]=[CH:8][C:9]([O:11][CH3:12])=[C:10]([O:27][CH3:25])[C:3]=1[O:2][CH3:1]. Procedure details: Proceeding as in Reference 5, Step 5.1, but substituting 2,3,4-timethoxy-benzaldehyde for 2,4-dimethoxybenzaldehyde and 3-acetyl-4-hydroxy-6-methyl-5,6-dihydro-pyran-2-one for 3-acetyl-4-hydroxy-6-methyl-pyran-2-one, provided 4-hydroxy-6-methyl-3-[(E)-3-(2,3,4-trimethoxy-phenyl)-acryloyl]-5,6-dihydro-pyran-2-one. The reactants are [N+](=O)([O-])C1=C2N=CC=NC2=CC=C1 (5-nitroquinoxaline), Cl[Sn]Cl (SnCl2). The reagents and catalysts are Cl (HCl). Run in CO (MeOH). Yields the product N1=CC=NC2=C(C=CC=C12)N (Quinoxalin-5-ylamine). The yield is 98.9%. As a reaction SMILES: [N+:1]([C:4]1[CH:13]=[CH:12][CH:11]=[C:10]2[C:5]=1[N:6]=[CH:7][CH:8]=[N:9]2)([O-])=O.Cl[Sn]Cl>Cl.CO>[N:9]1[C:10]2[C:5](=[C:4]([NH2:1])[CH:13]=[CH:12][CH:11]=2)[N:6]=[CH:7][CH:8]=1. Procedure details: In a similar fashion using route 2 general procedure 4, 5-nitroquinoxaline 481 (660 mg, 3.76 mmol), SnCl2 (2.14 g, 11.3 mmol), 6N HCl (6 drops) and MeOH (15 ml) for 3 h at 70° C. gave the title compound (540 mg, 98%) which was used in the next step without further purification. Starting materials: NC1=NC(=CC(=N1)N1CCC2(C[C@H](N(C2)C(=O)OCC2=CC=CC=C2)C(=O)O)CC1)O[C@@H](C(F)(F)F)C1=C(C=C(C=C1)Br)N1N=C(C=C1)C ((S)-8-(2-amino-6-((R)-1-(4-bromo-2-(3-methyl-1H-pyrazol-1-yl)phenyl)-2,2,2-trifluoroethoxy)pyrimidin-4-yl)-2-((benzyloxy)carbonyl)-2,8-diazaspiro[4.5]decane-3-carboxylic acid), product, PdCl2(dppf)CH2Cl2, CC[O-].[Na+] (NaOEt), C1CCOC1 (THF), B1C2CCCC1CCC2.C=CCC (9-BBN butene). Run at temperature 65 celsius. The product is NC1=NC(=CC(=N1)N1CCC2(C[C@H](N(C2)C(=O)OCC2=CC=CC=C2)C(=O)OCC)CC1)O[C@@H](C(F)(F)F)C1=C(C=C(C=C1)CCCC(=O)OC)N1N=C(C=C1)C ((S)-2-benzyl 3-ethyl 8-(2-amino-6-((R)-2,2,2-trifluoro-1-(4-(4-methoxy-4-oxobutyl)-2-(3-methyl-1H-pyrazol-1-yl)phenyl)ethoxy)pyrimidin-4-yl)-2,8-diazaspiro[4.5]decane-2,3-dicarboxylate). As a reaction SMILES: [NH2:1][C:2]1[N:7]=[C:6]([N:8]2[CH2:30][CH2:29][C:11]3([CH2:15][N:14]([C:16]([O:18][CH2:19][C:20]4[CH:25]=[CH:24][CH:23]=[CH:22][CH:21]=4)=[O:17])[C@H:13]([C:26]([OH:28])=[O:27])[CH2:12]3)[CH2:10][CH2:9]2)[CH:5]=[C:4]([O:31][C@H:32]([C:37]2[CH:42]=[CH:41][C:40](Br)=[CH:39][C:38]=2[N:44]2[CH:48]=[CH:47][C:46]([CH3:49])=[N:45]2)[C:33]([F:36])([F:35])[F:34])[N:3]=1.[CH3:50][CH2:51][O-:52].[Na+].B1C2CC[CH2:62][CH:55]1CCC2.C=C[CH2:65][CH3:66].C1C[O:70][CH2:69]C1>>[NH2:1][C:2]1[N:7]=[C:6]([N:8]2[CH2:30][CH2:29][C:11]3([CH2:15][N:14]([C:16]([O:18][CH2:19][C:20]4[CH:25]=[CH:24][CH:23]=[CH:22][CH:21]=4)=[O:17])[C@H:13]([C:26]([O:28][CH2:65][CH3:66])=[O:27])[CH2:12]3)[CH2:10][CH2:9]2)[CH:5]=[C:4]([O:31][C@H:32]([C:37]2[CH:42]=[CH:41][C:40]([CH2:62][CH2:55][CH2:50][C:51]([O:70][CH3:69])=[O:52])=[CH:39][C:38]=2[N:44]2[CH:48]=[CH:47][C:46]([CH3:49])=[N:45]2)[C:33]([F:36])([F:35])[F:34])[N:3]=1 |f:1.2,3.4|. Reported procedure: To a solution of (S)-8-(2-amino-6-((R)-1-(4-bromo-2-(3-methyl-1H-pyrazol-1-yl)phenyl)-2,2,2-trifluoroethoxy)pyrimidin-4-yl)-2-((benzyloxy)carbonyl)-2,8-diazaspiro[4.5]decane-3-carboxylic acid (product of Step 3, Example 10m) (250 mg, 0.32 mmol) in THF (2 mL) was added sequentially PdCl2(dppf)CH2Cl2 (8 mg, 0.01 mmol), NaOEt (66 mg, 1 mmol) and the prepared 9-BBN/butene solution from Step 1. The reaction was heated to 65° C. for 2 h, then cooled to RT. The reaction was extracted with EtOAc, brine ... Reactants: S1C(=CC=C1)S(=O)(=O)NC=1C=CC=C2C=C(NC12)C(=O)O (7-[(2-thienylsulfonyl)amino]-1H-indole-2-carboxylic acid), N1(N=NC2=C1C=CC=C2)O (1H-1,2,3-benzotriazol-1-ol), N (ammonia), C(CC(O)(C(=O)O)CC(=O)O)(=O)O (citric acid), Cl.CN(CCCN=C=NCC)C (N-[3-(dimethylamino)propyl]-N′-ethylcarbodiimide hydrochloride). Run in CN(C=O)C (N,N-dimethylformamide), O (water). Reaction conditions: time 10 minute. Product: S1C(=CC=C1)S(=O)(=O)NC=1C=CC=C2C=C(NC12)C(=O)N (7-[(2-Thienylsulfonyl)amino]-1H-indole-2-carboxamide). Isolated yield 97.6%. As a reaction SMILES: [S:1]1[CH:5]=[CH:4][CH:3]=[C:2]1[S:6]([NH:9][C:10]1[CH:11]=[CH:12][CH:13]=[C:14]2[C:18]=1[NH:17][C:16]([C:19]([OH:21])=O)=[CH:15]2)(=[O:8])=[O:7].[N:22]1(O)C2C=CC=CC=2N=N1.Cl.CN(C)CCCN=C=NCC.N.C(O)(=O)CC(CC(O)=O)(C(O)=O)O>O.CN(C)C=O>[S:1]1[CH:5]=[CH:4][CH:3]=[C:2]1[S:6]([NH:9][C:10]1[CH:11]=[CH:12][CH:13]=[C:14]2[C:18]=1[NH:17][C:16]([C:19]([NH2:22])=[O:21])=[CH:15]2)(=[O:7])=[O:8] |f:2.3|. Reported procedure: To a mixture of 7-[(2-thienylsulfonyl)amino]-1H-indole-2-carboxylic acid (1.50 g), 1H-1,2,3-benzotriazol-1-ol (0.75 g) and N,N-dimethylformamide (15 mL) was added N-[3-(dimethylamino)propyl]-N′-ethylcarbodiimide hydrochloride (1.10 g) at room temperature. The mixture was stirred for 10 min, and 28% aqueous ammonia (1.70 mL) was added. The reaction mixture was stirred at room temperature for 3 hr, and water was added. The mixture was acidified with 10% aqueous citric acid solution, and the result...